This data is from the Open Reaction Database (ORD), a public repository of structured organic reaction records. The task is: describe an organic reaction: reactants, conditions, products, and yield RXN SMILES: [CH3:1][O:2][C:3](=[O:4])[c:5]1[o:6][c:7]2[c:8]([cH:9]1)[cH:10][c:11]([O:14][CH2:15][CH2:16][N:17]1[CH2:18][CH2:19][CH2:20][CH2:21]1)[cH:12][cH:13]2.[ClH:24].[Li+:22].[O:25]1[CH2:26][CH2:27][O:28][CH2:29][CH2:30]1.[OH-:23]>>[O:2]=[C:3]([OH:4])[c:5]1[o:6][c:7]2[c:8]([cH:9]1)[cH:10][c:11]([O:14][CH2:15][CH2:16][N:17]1[CH2:18][CH2:19][CH2:20][CH2:21]1)[cH:12][cH:13]2. Yields the product O=C(O)c1cc2cc(OCCN3CCCC3)ccc2o1. The reactants are COC(=O)c1cc2cc(OCCN3CCCC3)ccc2o1, Cl, [Li+], C1COCCO1, [OH-]. The reactants are FC(S(=O)(=O)OC=1C=NC(=CC1C=1NC2=CC=CC(=C2C1)F)Cl)(F)F (6-chloro-4-(4-fluoro-1H-indol-2-yl)pyridin-3-yl trifluoromethanesulfonate), [Li+].[Cl-] (LiCl), C(CCC)[Sn](C=C)(CCCC)CCCC (tributyl(vinyl)stannane). The solvent is O (H2O), CN(C)C=O (DMF). Run at temperature 65 celsius, time 10 hour. The product is ClC1=NC=C(C(=C1)C=1NC2=CC=CC(=C2C1)F)C=C (2-(2-chloro-5-vinylpyridin-4-yl)-4-fluoro-1H-indole). The yield is 458.4%. Reaction SMILES: FC(F)(F)S(O[C:7]1[CH:8]=[N:9][C:10]([Cl:23])=[CH:11][C:12]=1[C:13]1[NH:14][C:15]2[C:20]([CH:21]=1)=[C:19]([F:22])[CH:18]=[CH:17][CH:16]=2)(=O)=O.[Li+].[Cl-].[CH2:28]([Sn](CCCC)(CCCC)C=C)[CH2:29]CC>CN(C=O)C.O>[Cl:23][C:10]1[CH:11]=[C:12]([C:13]2[NH:14][C:15]3[C:20]([CH:21]=2)=[C:19]([F:22])[CH:18]=[CH:17][CH:16]=3)[C:7]([CH:28]=[CH2:29])=[CH:8][N:9]=1 |f:1.2|. Procedure: To a solution of 6-chloro-4-(4-fluoro-1H-indol-2-yl)pyridin-3-yl trifluoromethanesulfonate (50 mg, 0.12 mmol), LiCl (8 mg, 0.19 mmol) in DMF (0.8 mL) was added tributyl(vinyl)stannane (80 mg, 0.25 mmol) dropwise at 25° C. under nitrogen. The mixture was stirred at 65° C. for 10 hours. The mixture was diluted with H2O, extracted with EtOAc, then the combined organic phase was washed with brine, dried over Na2SO4 and concentrated in vacuo to give the crude product. It was purified by column (PE:EA... Starting materials: ClC=1C(C=C(C(C1)=O)Cl)=O (2,5-dichloro-1,4-benzoquinone), OS(=O)(=O)O (H2SO4), C(#N)C1=C(C(=O)C(=C(C1=O)Cl)Cl)C#N (DDQ), COC=1C=C2C=CNC2=CC1 (5-methoxyindole). Run in C1CCOC1 (THF), C(C)(=O)OCC (ethyl acetate). Reaction conditions: time 2 hour. The product is ClC=1C(C=C(C(C1C1=CNC2=CC=C(C=C12)OC)=O)Cl)=O (2,5-dichloro-3-(5-methoxy-1H-indole-3-yl)-[1,4]benzoquinone). The yield is 96.3%. As a reaction SMILES: [Cl:1][C:2]1[C:3](=[O:10])[CH:4]=[C:5]([Cl:9])[C:6](=[O:8])[CH:7]=1.OS(O)(=O)=O.[CH3:16][O:17][C:18]1[CH:19]=[C:20]2[C:24](=[CH:25][CH:26]=1)[NH:23][CH:22]=[CH:21]2.C(C1C(=O)C(Cl)=C(Cl)C(=O)C=1C#N)#N>C1COCC1.C(OCC)(=O)C>[Cl:1][C:2]1[C:3](=[O:10])[CH:4]=[C:5]([Cl:9])[C:6](=[O:8])[C:7]=1[C:21]1[C:20]2[C:24](=[CH:25][CH:26]=[C:18]([O:17][CH3:16])[CH:19]=2)[NH:23][CH:22]=1. Procedure details: To a solution of 2,5-dichloro-1,4-benzoquinone (0.242 g, 1.37 mmol) in THF (3 mL) was added H2SO4 (35 μL, 0.68 mmol) at room temperature. To this mixture was added 5-methoxyindole (0.100 g, 0.68 mmol). After the reaction mixture was stirred for 1 hour at room temperature under nitrogen protection, DDQ (0.232 g, 1.02 mmol) was added. After stirring for 2 hours, the mixture was diluted with ethyl acetate (100 mL). The organic layer was washed with sat. NaHCO3 (3×20 mL) and brine (20 mL), and dried... The reactants are CCN(C(C)C)C(C)C, ClCCl, NCCCO, On1nnc2ccccc21, O=C(O)c1cnccn1. Yields the product O=C(NCCCO)c1cnccn1. RXN SMILES: [CH:15]([N:16]([CH2:17][CH3:18])[CH:19]([CH3:20])[CH3:21])([CH3:22])[CH3:23].[Cl:34][CH2:35][Cl:36].[NH2:1][CH2:2][CH2:3][CH2:4][OH:5].[OH:24][n:25]1[c:26]2[c:27]([cH:28][cH:29][cH:30][cH:31]2)[n:32][n:33]1.[n:6]1[c:7]([C:12](=[O:13])[OH:14])[cH:8][n:9][cH:10][cH:11]1>>[NH:1]([CH2:2][CH2:3][CH2:4][OH:5])[C:12]([c:7]1[n:6][cH:11][cH:10][n:9][cH:8]1)=[O:13]. The reactants are C1CCOC1, CC(C)(C)OC(=O)N1CCN(C(=O)OCc2ccccc2)C(CO)C1, Oc1cccnc1, c1ccc(P(c2ccccc2)c2ccccc2)cc1. The product is CC(C)(C)OC(=O)N1CCN(C(=O)OCc2ccccc2)C(COc2cccnc2)C1. RXN SMILES: [CH2:52]1[O:53][CH2:54][CH2:55][CH2:56]1.[OH:1][CH2:2][CH:3]1[N:4]([C:16](=[O:17])[O:18][CH2:19][c:20]2[cH:21][cH:22][cH:23][cH:24][cH:25]2)[CH2:5][CH2:6][N:7]([C:9](=[O:10])[O:11][C:12]([CH3:13])([CH3:14])[CH3:15])[CH2:8]1.[OH:26][c:27]1[cH:28][n:29][cH:30][cH:31][cH:32]1.[c:33]1([P:34]([c:35]2[cH:36][cH:37][cH:38][cH:39][cH:40]2)[c:41]2[cH:42][cH:43][cH:44][cH:45][cH:46]2)[cH:47][cH:48][cH:49][cH:50][cH:51]1>>[O:1]([CH2:2][CH:3]1[N:4]([C:16](=[O:17])[O:18][CH2:19][c:20]2[cH:21][cH:22][cH:23][cH:24][cH:25]2)[CH2:5][CH2:6][N:7]([C:9](=[O:10])[O:11][C:12]([CH3:13])([CH3:14])[CH3:15])[CH2:8]1)[c:27]1[cH:28][n:29][cH:30][cH:31][cH:32]1. Reactants: CN(C)CC1CC1c1ccc2[nH]ccc2c1, [Na+], CN(C)C=O, [OH-], O, O=P(Cl)(Cl)Cl. Yields the product CN(C)CC1CC1c1ccc2[nH]cc(C=O)c2c1. As a reaction SMILES: [CH3:6][N:7]([CH3:8])[CH2:9][CH:10]1[CH:11]([c:13]2[cH:14][c:15]3[cH:16][cH:17][nH:18][c:19]3[cH:20][cH:21]2)[CH2:12]1.[Na+:23].[O:24]=[CH:25][N:26]([CH3:27])[CH3:28].[OH-:22].[OH2:29].[P:1]([Cl:2])([Cl:3])([Cl:4])=[O:5]>>[CH3:6][N:7]([CH3:8])[CH2:9][CH:10]1[CH:11]([c:13]2[cH:14][c:15]3[c:16]([CH:25]=[O:24])[cH:17][nH:18][c:19]3[cH:20][cH:21]2)[CH2:12]1. Reactants: iodides, CNCCNC (N,N′-dimethylethylenediamine), BrC1=NC=CC(C1)(C1=CC=C(C=C1)C(F)(F)F)C (2-bromo-4-methyl-4-(4-trifluoromethylphenyl)-pyridine), [I-].[Na+] (sodium iodide), O1CCOCC1 (dioxane). The reagents and catalysts are [Cu]I (copper(I) iodide). Product: IC1=NC(=CC(=C1)C)C1=CC=C(C=C1)C(F)(F)F (2-Iodo-4-methyl-6-(4-trifluoromethyl-phenyl)-pyridine), solid. The yield is 98.0%. As a reaction SMILES: Br[C:2]1[CH2:7][C:6](C)([C:8]2[CH:13]=[CH:12][C:11]([C:14]([F:17])([F:16])[F:15])=[CH:10][CH:9]=2)C=CN=1.[I-:19].[Na+].C[NH:22][CH2:23][CH2:24]NC.O1CCOC[CH2:28]1>[Cu]I>[I:19][C:23]1[CH:24]=[C:2]([CH3:28])[CH:7]=[C:6]([C:8]2[CH:9]=[CH:10][C:11]([C:14]([F:15])([F:16])[F:17])=[CH:12][CH:13]=2)[N:22]=1 |f:1.2|. Reported procedure: The title compound was prepared from 2-bromo-4-methyl-4-(4-trifluoromethylphenyl)-pyridine (example A.57) (29.0 g, 92 mmol), sodium iodide (27.5 g, 183 mmol), copper(I) iodide (0.874 g, 5 mol %) and N,N′-dimethylethylenediamine (1.3 mL, 10 mol %) in dioxane (150 mL) according to the general procedure Ia to d preparation of iodides. Obtained as alight yellow solid (32.72 g, 98%). MS (ISP) 364.2 [(M+H)+].